From a dataset of the Open Reaction Database (ORD), a public repository of structured organic reaction records. describe an organic reaction: reactants, conditions, products, and yield Procedure details: Ethyl 5-(9-oxoxanthen-2-oxy)valerate (8.0 g, 24 mmol) prepared as described above was dissolved in a mixture of benzene (10 mL), 95% EtOH (40 mL), and water (5 mL), and 4N aqueous KOH (8 mL) was added. The mixture was refluxed for 6 hours (reaction complete by TLC), and partially concentrated (final volume ~10 mL). Absolute EtOH (10 mL) was added, and the resulting white precipitate was collected and washed with EtOH (2×10 mL). Yield: 1.7 g (21%), of potassium salt. The filtrate was evaporated, ... Reaction SMILES: [O:1]=[C:2]1[C:15]2[CH:14]=[C:13]([O:16][CH2:17][CH2:18][CH2:19][CH2:20][C:21]([O:23]CC)=[O:22])[CH:12]=[CH:11][C:10]=2[O:9][C:8]2[C:3]1=[CH:4][CH:5]=[CH:6][CH:7]=2>C1C=CC=CC=1.CCO.O.[OH-].[K+]>[O:1]=[C:2]1[C:15]2[CH:14]=[C:13]([O:16][CH2:17][CH2:18][CH2:19][CH2:20][C:21]([OH:23])=[O:22])[CH:12]=[CH:11][C:10]=2[O:9][C:8]2[C:3]1=[CH:4][CH:5]=[CH:6][CH:7]=2 |f:4.5|. The product is O=C1C2=CC=CC=C2OC=2C=CC(=CC12)OCCCCC(=O)O (5-(9-Oxoxanthen-2-oxy)valeric Acid). The reactants are O=C1C2=CC=CC=C2OC=2C=CC(=CC12)OCCCCC(=O)OCC (Ethyl 5-(9-oxoxanthen-2-oxy)valerate). The solvent is C1=CC=CC=C1 (benzene), CCO (EtOH), O (water), [OH-].[K+] (KOH).